From a dataset of the Open Reaction Database (ORD), a public repository of structured organic reaction records. describe an organic reaction: reactants, conditions, products, and yield The reactants are N1=CC(=CC=C1)CO (3-pyridyl methanol), F (hydrofluoric acid). Run in aqueous solution. Yields the product F.N1=CC(=CC=C1)CO (3-pyridyl methanol hydrofluoride). RXN SMILES: [N:1]1[CH:6]=[CH:5][CH:4]=[C:3]([CH2:7][OH:8])[CH:2]=1.[FH:9]>>[FH:9].[N:1]1[CH:6]=[CH:5][CH:4]=[C:3]([CH2:7][OH:8])[CH:2]=1 |f:2.3|. Procedure: To a methanolic solution of 3-pyridyl methanol add the stoichiometric quantity of hydrofluoric acid in 40% aqueous solution.